This data is from the Open Reaction Database (ORD), a public repository of structured organic reaction records. The task is: describe an organic reaction: reactants, conditions, products, and yield The reactants are C(#N)CC(=O)OCC (Ethyl cyanoacetate), N1CCCC1 (pyrrolidine). The product is O=C(CC#N)N1CCCC1 (3-oxo-3-(1-pyrrolidinyl)propanenitrile). Isolated yield 72.4%. RXN SMILES: [C:1]([CH2:3][C:4]([O:6]CC)=O)#[N:2].[NH:9]1[CH2:13][CH2:12][CH2:11][CH2:10]1>>[O:6]=[C:4]([N:9]1[CH2:13][CH2:12][CH2:11][CH2:10]1)[CH2:3][C:1]#[N:2]. Reported procedure: Ethyl cyanoacetate (5.33 mL, 50 mmol) and pyrrolidine (20.87 mL, 250 mmol) were gently refluxed at 90° C. in an oil bath for 8 hours. Excess pyrrolidine was removed by concentration and the residue was triturated with diethyl ether. This was purified by silica gel column chromatography eluting with 50% acetone in n-hexane to provide the desired product (5.0 g). MS (DCI) m/e 139 (M+H)+, 156 (M+NH4)+; 1H NMR (300 MHz, DMSO-d6) δ 3.90 (s, 2H), 3.27-3.38 (m, 4H), 1.73-1.91 (m, 4H). The reactants are O (water), COC(C(\C=C\CP(=O)(OCC)OCC)(C)NC=O)=O (E-2-formylamino-2-methyl-5-diethylphosphono-3-pentenoic acid methyl ester). The solvent is Cl (hydrochloric acid). Product: NC(C(=O)O)(\C=C\CP(=O)(O)O)C (E-2-amino-2-methyl-5-phosphono-3-pentenoic acid). As a reaction SMILES: C[O:2][C:3](=[O:20])[C:4]([NH:17]C=O)([CH3:16])/[CH:5]=[CH:6]/[CH2:7][P:8]([O:13]CC)([O:10]CC)=[O:9].O>Cl>[NH2:17][C:4]([CH3:16])(/[CH:5]=[CH:6]/[CH2:7][P:8]([OH:13])([OH:10])=[O:9])[C:3]([OH:20])=[O:2]. Reported procedure: 14.5 g of E-2-formylamino-2-methyl-5-diethylphosphono-3-pentenoic acid methyl ester are heated for 32 hours under nitrogen at 100°-105° in 500 ml of 4.35N hydrochloric acid. Working up as in Example 11 yields E-2-amino-2-methyl-5-phosphono-3-pentenoic acid, m.p. 225°-226° (from water). Reaction SMILES: Cl[C:2]1[N:7]=[N:6][C:5]([NH2:8])=[CH:4][CH:3]=1.[CH3:9][N:10]1[CH2:15][C@@H:14]2[CH2:16][C@H:11]1[CH2:12][NH:13]2>C(Cl)Cl>[CH3:9][N:10]1[CH2:15][C@@H:14]2[CH2:16][C@H:11]1[CH2:12][N:13]2[C:2]1[N:7]=[N:6][C:5]([NH2:8])=[CH:4][CH:3]=1. Run in C(Cl)Cl (DCM). Conditions: temperature 200 celsius. Reported procedure: 6-Chloropyridazin-3-amine (200 mg, 1.54 mmol, Eq: 1.00) and (1S,4S)-2-methyl-2,5-diazabicyclo[2.2.1]heptane (693 mg, 6.18 mmol, Eq: 4.00) were combined in a small round bottom flask and heated at 200° C. for 2 hours. The dark glassy residue was dissolved in DCM and purified by chromatography using a gradient of 0% to 25% methanol (with 2.5% ammonium hydroxide) in DCM to give about 100 mg (31.6%) of a brown, viscous oil. Reactants: ClC1=CC=C(N=N1)N (6-Chloropyridazin-3-amine), CN1[C@@H]2CN[C@H](C1)C2 ((1S,4S)-2-methyl-2,5-diazabicyclo[2.2.1]heptane). Yields the product CN1[C@@H]2CN([C@H](C1)C2)C2=CC=C(N=N2)N (6-((1S,4S)-5-Methyl-2,5-diaza-bicyclo[2.2.1]hept-2-yl)-pyridazin-3-ylamine).